Task: describe an organic reaction: reactants, conditions, products, and yield. Dataset: the Open Reaction Database (ORD), a public repository of structured organic reaction records Reactants: CC=1N(C(C2=C(N1)NN=N2)=O)C2=C(C=CC=C2)C (5-methyl-6-o-tolyl-3,6-dihydro-[1,2,3]triazolo[4,5-d]pyrimidin-7-one), N1=C(C=CC=C1)C=O (2-pyridinecarboxaldehyde), C(C)(=O)OC(C)=O (acetic anhydride), fused zinc chloride. Product: N1=C(C=CC=C1)C=CC=1N(C(C2=C(N1)NN=N2)=O)C2=C(C=CC=C2)C (5-(2-pyridin-2-yl-vinyl)-6-o-tolyl-3,6-dihydro-[1,2,3]triazolo[4,5-d]pyrimidin-7-one). Isolated yield 3.4%. Solvent: O1CCOCC1 (dioxane). As a reaction SMILES: [CH3:1][C:2]1[N:3]([C:12]2[CH:17]=[CH:16][CH:15]=[CH:14][C:13]=2[CH3:18])[C:4](=[O:11])[C:5]2[N:10]=[N:9][NH:8][C:6]=2[N:7]=1.[N:19]1[CH:24]=[CH:23][CH:22]=[CH:21][C:20]=1[CH:25]=O.C(OC(=O)C)(=O)C>O1CCOCC1>[N:19]1[CH:24]=[CH:23][CH:22]=[CH:21][C:20]=1[CH:25]=[CH:1][C:2]1[N:3]([C:12]2[CH:17]=[CH:16][CH:15]=[CH:14][C:13]=2[CH3:18])[C:4](=[O:11])[C:5]2[N:10]=[N:9][NH:8][C:6]=2[N:7]=1. Conditions: temperature 70 celsius, time 8 hour. Procedure: To a mixture of fused zinc chloride (0.551 g, 4.04 mmol) and dioxane (20 mL) was added 5-methyl-6-o-tolyl-3,6-dihydro-[1,2,3]triazolo[4,5-d]pyrimidin-7-one (0.488 g, 2.02 mmol),2-pyridinecarboxaldehyde (0.58 mL, 6.06 mmol), and acetic anhydride (0.57 mL, 6.06 mmol). The mixture was heated to 70° C. for 6 hours, cooled, and quenched with saturated sodium bicarbonate. This mixture was stirred overnight at ambient temperature. The dioxane was removed at reduced pressure and the resulting black liqu...